From a dataset of the Open Reaction Database (ORD), a public repository of structured organic reaction records. describe an organic reaction: reactants, conditions, products, and yield Starting materials: ClCCl, CCOC(=O)CN, O=C(Cl)COCc1ccccc1, CN(C)c1ccncc1, Cl. Product: CCOC(=O)CNC(=O)COCc1ccccc1. RXN SMILES: [CH2:21]([Cl:22])[Cl:23].[CH2:2]([CH3:3])[O:4][C:5]([CH2:6][NH2:7])=[O:8].[CH2:9]([c:10]1[cH:11][cH:12][cH:13][cH:14][cH:15]1)[O:16][CH2:17][C:18](=[O:19])[Cl:20].[CH3:24][N:25]([CH3:26])[c:27]1[cH:28][cH:29][n:30][cH:31][cH:32]1.[ClH:1]>>[CH2:2]([CH3:3])[O:4][C:5]([CH2:6][NH:7][C:18]([CH2:17][O:16][CH2:9][c:10]1[cH:11][cH:12][cH:13][cH:14][cH:15]1)=[O:19])=[O:8].